Dataset: the Open Reaction Database (ORD), a public repository of structured organic reaction records. Task: describe an organic reaction: reactants, conditions, products, and yield Starting materials: ClC=1C=CC(=C(C1)CO)C(F)(F)F ((5-chloro-2-trifluoromethylphenyl)-methanol), [Cr](=O)(=O)([O-])Cl.[NH+]1=CC=CC=C1 (pyridinium chlorochromate). Run in ClCCl (dichloromethane), C(C)OCC (diethyl ether). Run at time 1 hour. Product: ClC=1C=CC(=C(C=O)C1)C(F)(F)F (5-Chloro-2-trifluoromethylbenzaldehyde). The yield is 82.3%. As a reaction SMILES: [Cl:1][C:2]1[CH:3]=[CH:4][C:5]([C:10]([F:13])([F:12])[F:11])=[C:6]([CH2:8][OH:9])[CH:7]=1.[Cr](Cl)([O-])(=O)=O.[NH+]1C=CC=CC=1>ClCCl.C(OCC)C>[Cl:1][C:2]1[CH:3]=[CH:4][C:5]([C:10]([F:11])([F:12])[F:13])=[C:6]([CH:7]=1)[CH:8]=[O:9] |f:1.2|. Reported procedure: Dissolve (5-chloro-2-trifluoromethylphenyl)-methanol (347 mg, 1.66 mmol) in dichloromethane (10 mL). Add pyridinium chlorochromate (717 mg, 3.32 mmol) and stir for 2 h. Dilute with diethyl ether and stir for 1 h. Filter and concentrate. Chromatograph on silica gel eluting with 10% ethyl acetate in hexane to give the title compound as a clear oil (285 mg, 82%). 1H NMR (400 MHz, MeOH-d4) 10.33 (s, 1H), 7.90 (s, 1H), 7.69 (d, 1H, J=8.4 Hz), 7.54 (d, 1H, J=8.4 Hz). The reagents and catalysts are C=1C=CC(=CC1)/C=C/C(=O)/C=C/C2=CC=CC=C2.C=1C=CC(=CC1)/C=C/C(=O)/C=C/C2=CC=CC=C2.C=1C=CC(=CC1)/C=C/C(=O)/C=C/C2=CC=CC=C2.[Pd].[Pd] (Pd2dba3). Yield: 55.2%. Product: C(C)(C)(C)NC1=NC2=C(C=CC=C2C=N1)C1=CC=2C(NCCC2N1)=O (2-(2-(tert-butylamino)quinazolin-8-yl)-6,7-dihydro-1H-pyrrolo[3,2-c]pyridin-4(5H)-one). Reactants: CC1(OB(OC1(C)C)C1=CC=2C(NCCC2N1)=O)C (2-(4,4,5,5-tetramethyl-1,3,2-dioxaborolan-2-yl)-6,7-dihydro-1H-pyrrolo[3,2-c]pyridin-4(5H)-one), K2PO4, CC(C)C1=CC(=C(C(=C1)C(C)C)C2=C(C=CC=C2)P(C3CCCCC3)C4CCCCC4)C(C)C (Xphos), BrC=1C=CC=C2C=NC(=NC12)NC(C)(C)C (8-bromo-N-(tert-butyl)quinazolin-2-amine), glass. Reported procedure: 8-Bromo-2-chloroquinazoline (D-L Chiral Chemicals, LLC, Princeton, N.J.) (200 mg, 0.82 mmol) was treated with DMF (2.0 mL) and 2-methylpropan-2-amine (Aldrich Chemical Company, 0.44 mL, 4.11 mmol) and stirred at RT overnight (17 h). The reaction mixture was treated with water, extracted with EtOAc (30 mL), washed with brine (2×), dried over MgSO4, filtered and concentrated. The crude residue was purified on the ISCO Combiflash RF (12 g Thomson SingleStep column, using a gradient of 0-50% EtOAc i... Reaction conditions: temperature 110 celsius. As a reaction SMILES: CC1(C)C(C)(C)OB([C:9]2[NH:17][C:16]3[CH2:15][CH2:14][NH:13][C:12](=[O:18])[C:11]=3[CH:10]=2)O1.CC(C1C=C(C(C)C)C(C2C=CC=CC=2P(C2CCCCC2)C2CCCCC2)=C(C(C)C)C=1)C.Br[C:55]1[CH:56]=[CH:57][CH:58]=[C:59]2[C:64]=1[N:63]=[C:62]([NH:65][C:66]([CH3:69])([CH3:68])[CH3:67])[N:61]=[CH:60]2>O1CCOCC1.O.C1C=CC(/C=C/C(/C=C/C2C=CC=CC=2)=O)=CC=1.C1C=CC(/C=C/C(/C=C/C2C=CC=CC=2)=O)=CC=1.C1C=CC(/C=C/C(/C=C/C2C=CC=CC=2)=O)=CC=1.[Pd].[Pd]>[C:66]([NH:65][C:62]1[N:61]=[CH:60][C:59]2[C:64](=[C:55]([C:9]3[NH:17][C:16]4[CH2:15][CH2:14][NH:13][C:12](=[O:18])[C:11]=4[CH:10]=3)[CH:56]=[CH:57][CH:58]=2)[N:63]=1)([CH3:69])([CH3:67])[CH3:68] |f:5.6.7.8.9|. Run in O1CCOCC1 (dioxane), O (water), O (water). The reactants are CC1CCNCC1, ClCCl, CN(C)C=O, O=C(Nc1ccc(N2CCN(C3CCCC3)CC2)nc1)Oc1ccccc1, O=C(Cl)Oc1ccccc1. The product is CC1CCN(C(=O)Nc2ccc(N3CCN(C4CCCC4)CC3)nc2)CC1. RXN SMILES: [CH3:38][CH:39]1[CH2:40][CH2:41][NH:42][CH2:43][CH2:44]1.[Cl:50][CH2:51][Cl:52].[O:45]=[CH:46][N:47]([CH3:48])[CH3:49].[c:1]1([O:2][C:8]([NH:9][c:10]2[cH:11][n:12][c:13]([N:16]3[CH2:17][CH2:18][N:19]([CH:22]4[CH2:23][CH2:24][CH2:25][CH2:26]4)[CH2:20][CH2:21]3)[cH:14][cH:15]2)=[O:27])[cH:3][cH:4][cH:5][cH:6][cH:7]1.[c:28]1([O:29][C:30]([Cl:31])=[O:32])[cH:33][cH:34][cH:35][cH:36][cH:37]1>>[C:8]([NH:9][c:10]1[cH:11][n:12][c:13]([N:16]2[CH2:17][CH2:18][N:19]([CH:22]3[CH2:23][CH2:24][CH2:25][CH2:26]3)[CH2:20][CH2:21]2)[cH:14][cH:15]1)(=[O:27])[N:42]1[CH2:41][CH2:40][CH:39]([CH3:38])[CH2:44][CH2:43]1. Reactants: OCC(C(=O)OC)(C)C (methyl 3-hydroxy-2,2-dimethylpropanoate), C(C1=CC=CC=C1)(C1=CC=CC=C1)(C1=CC=CC=C1)Cl (trityl chloride). Run in N1=CC=CC=C1 (pyridine). Conditions: time 20 hour. Yields the product CC(C(=O)OC)(COC(C1=CC=CC=C1)(C1=CC=CC=C1)C1=CC=CC=C1)C (methyl 2,2-dimethyl-3-trityloxy-propionate). Isolated yield 75.5%. Reaction SMILES: [OH:1][CH2:2][C:3]([CH3:9])([CH3:8])[C:4]([O:6][CH3:7])=[O:5].[C:10](Cl)([C:23]1[CH:28]=[CH:27][CH:26]=[CH:25][CH:24]=1)([C:17]1[CH:22]=[CH:21][CH:20]=[CH:19][CH:18]=1)[C:11]1[CH:16]=[CH:15][CH:14]=[CH:13][CH:12]=1>N1C=CC=CC=1>[CH3:8][C:3]([CH3:9])([CH2:2][O:1][C:10]([C:11]1[CH:16]=[CH:15][CH:14]=[CH:13][CH:12]=1)([C:23]1[CH:24]=[CH:25][CH:26]=[CH:27][CH:28]=1)[C:17]1[CH:18]=[CH:19][CH:20]=[CH:21][CH:22]=1)[C:4]([O:6][CH3:7])=[O:5]. Reported procedure: To a solution of 25.0 g of methyl 3-hydroxy-2,2-dimethylpropanoate in 100 ml of pyridine, cooled to 0° C., were added 55.7 g of trityl chloride. The mixture was stirred at room temperature for 20 hours, and then the solvent was evaporated in vacuo. The residue was taken up in 200 ml of ethyl acetate, and the solution was washed successively with water, 1N hydrochloric acid, water, saturated sodium bicarbonate solution and brine. The organic layer was dried over sodium sulfate, and the solvent wa... The reactants are ClCC(=O)Cl (Chloroacetyl chloride), Cl.C(C(=O)C1=CC=CC=C1)N (phenacylamine hydrochloride). Run in CN(C=O)C (dimethylformamide). Reaction conditions: time 4 hour. Product: C(C(=O)C1=CC=CC=C1)NC(CCl)=O (N-Phenacyl chloroacetamide). RXN SMILES: [Cl:1][CH2:2][C:3](Cl)=[O:4].Cl.[CH2:7]([NH2:16])[C:8]([C:10]1[CH:15]=[CH:14][CH:13]=[CH:12][CH:11]=1)=[O:9]>CN(C)C=O>[CH2:7]([NH:16][C:3](=[O:4])[CH2:2][Cl:1])[C:8]([C:10]1[CH:15]=[CH:14][CH:13]=[CH:12][CH:11]=1)=[O:9] |f:1.2|. Reported procedure: Chloroacetyl chloride (25 g; 0.226 mole) was added slowly to a stirred solution of phenacylamine hydrochloride (25.9 g; 0.151 mole) in anhydrous dimethylformamide (DMF) (80 ml) at room temperature. The internal temperature rose to ca. 40° C. The mixture was stirred for 4 hours after the addition and the bulk of the DMF evaporated under vacuum. The residue was treated with water (200 ml) and the crystalline precipitate collected, washed with water and dried. Yield 24.75 g (77%). m.p. 118°-119° C. The reactants are CCn1cc(C(=O)O)c(=O)c2cc(F)c(S(=O)(=O)CC)nc21, CC#N, Cl, Cl, C1CN2CCC(C2)N1, C1CCC2=NCCCN2CC1. Product: CCn1cc(C(=O)O)c(=O)c2cc(F)c(N3CCN4CCC3C4)nc21. RXN SMILES: [CH2:1]([CH3:2])[n:3]1[cH:4][c:5]([C:20](=[O:21])[OH:22])[c:6](=[O:19])[c:7]2[cH:8][c:9]([F:18])[c:10]([S:13]([CH2:14][CH3:15])(=[O:16])=[O:17])[n:11][c:12]12.[CH3:44][C:45]#[N:46].[ClH:23].[ClH:24].[N:25]12[CH2:26][CH2:27][NH:28][CH:29]([CH2:30][CH2:31]1)[CH2:32]2.[N:33]12[CH2:34][CH2:35][CH2:36][N:37]=[C:38]1[CH2:39][CH2:40][CH2:41][CH2:42][CH2:43]2>>[CH2:1]([CH3:2])[n:3]1[cH:4][c:5]([C:20](=[O:21])[OH:22])[c:6](=[O:19])[c:7]2[cH:8][c:9]([F:18])[c:10]([N:28]3[CH2:27][CH2:26][N:25]4[CH2:31][CH2:30][CH:29]3[CH2:32]4)[n:11][c:12]12. Starting materials: CCOC(=O)C(C)c1cc(OCc2ccccc2)cc(C(F)(F)F)c1, C1CCOC1, CO, Cl, [Li+], [OH-], O. Product: CC(C(=O)O)c1cc(OCc2ccccc2)cc(C(F)(F)F)c1. As a reaction SMILES: [CH2:1]([CH3:2])[O:3][C:4]([CH:5]([CH3:6])[c:7]1[cH:8][c:9]([O:17][CH2:18][c:19]2[cH:20][cH:21][cH:22][cH:23][cH:24]2)[cH:10][c:11]([C:13]([F:14])([F:15])[F:16])[cH:12]1)=[O:25].[CH2:32]1[O:33][CH2:34][CH2:35][CH2:36]1.[CH3:26][OH:27].[ClH:30].[Li+:29].[OH-:28].[OH2:31]>>[O:3]=[C:4]([CH:5]([CH3:6])[c:7]1[cH:8][c:9]([O:17][CH2:18][c:19]2[cH:20][cH:21][cH:22][cH:23][cH:24]2)[cH:10][c:11]([C:13]([F:14])([F:15])[F:16])[cH:12]1)[OH:25]. Starting materials: ClC1=C2C(C(=O)OC2=O)=CC=C1 (chlorophthalic anhydride), O (water). The product is C1(C=2C(C(=O)O1)=CC=CC2)=O (Phthalic Anhydride). Procedure: In the “In Situ ClPAMI” procedure, the five-necked flask setup described above was used. The ClPAMI was synthesized in the five-necked flask by reacting two moles of chlorophthalic anhydride with one mole of mPD using oDCB as solvent. The water formed was removed by distillation until a moisture content of less than 20 ppm in the distillate was obtained. Then, HEGCl , a phase transfer catalyst, was added in an amount of 0.6 weight %, based on the ClPAMI amount. More oDCB was distilled off to con... As a reaction SMILES: Cl[C:2]1[CH:12]=[CH:11][CH:10]=[C:4]2[C:5]([O:7][C:8](=[O:9])[C:3]=12)=[O:6].O>C1C=CC(Cl)=C(Cl)C=1>[C:8]1(=[O:9])[O:7][C:5](=[O:6])[C:4]2=[CH:10][CH:11]=[CH:12][CH:2]=[C:3]12. Run in C1=CC(=C(C=C1)Cl)Cl (oDCB). The reactants are C=C(c1ccc(-n2cncn2)cc1)C1(c2ccc(F)cc2F)CO1, [Na], CN(C)C=O, c1nc[nH]n1. Product: C=C(c1ccc(-n2cncn2)cc1)C(O)(Cn1cncn1)c1ccc(F)cc1F. As a reaction SMILES: [F:1][c:2]1[c:3]([C:9]2([C:12](=[CH2:13])[c:14]3[cH:15][cH:16][c:17](-[n:20]4[n:21][cH:22][n:23][cH:24]4)[cH:18][cH:19]3)[O:10][CH2:11]2)[cH:4][cH:5][c:6]([F:8])[cH:7]1.[Na:30].[O:31]=[CH:32][N:33]([CH3:34])[CH3:35].[nH:25]1[n:26][cH:27][n:28][cH:29]1>>[F:1][c:2]1[c:3]([C:9]([OH:10])([CH2:11][n:25]2[n:26][cH:27][n:28][cH:29]2)[C:12](=[CH2:13])[c:14]2[cH:15][cH:16][c:17](-[n:20]3[n:21][cH:22][n:23][cH:24]3)[cH:18][cH:19]2)[cH:4][cH:5][c:6]([F:8])[cH:7]1. The reactants are CS(=O)(=O)Cl (methanesulphonyl chloride), CS(=O)(=O)Cl (methanesulphonyl chloride), Cl.NC(CNC(CN1N=C(N(C1=O)C1CC1)C1=CC=C(C=C1)Cl)=O)C1=C(C=CC=C1)C(F)(F)F (N-{2-Amino-2-[2-(trifluoromethyl)phenyl]ethyl}-2-[3-(4-chlorophenyl)-4-cyclopropyl-5-oxo-4,5-dihydro-1H-1,2,4-triazol-1-yl]acetamide hydrochloride), CS(=O)(=O)Cl (methanesulphonyl chloride). Run in N1=CC=CC=C1 (pyridine). Run at time 1 hour. Yields the product ClC1=CC=C(C=C1)C1=NN(C(N1C1CC1)=O)CC(=O)NCC(C1=C(C=CC=C1)C(F)(F)F)NS(=O)(=O)C (2-[3-(4-Chlorophenyl)-4-cyclopropyl-5-oxo-4,5-dihydro-1H-1,2,4-triazol-1-yl]-N-{2-[(methyl-sulphonyl)amino]-2-[2-(trifluoromethyl)phenyl]ethyl}acetamide). As a reaction SMILES: [CH3:1][S:2](Cl)(=[O:4])=[O:3].Cl.[NH2:7][CH:8]([C:30]1[CH:35]=[CH:34][CH:33]=[CH:32][C:31]=1[C:36]([F:39])([F:38])[F:37])[CH2:9][NH:10][C:11](=[O:29])[CH2:12][N:13]1[C:17](=[O:18])[N:16]([CH:19]2[CH2:21][CH2:20]2)[C:15]([C:22]2[CH:27]=[CH:26][C:25]([Cl:28])=[CH:24][CH:23]=2)=[N:14]1>N1C=CC=CC=1>[Cl:28][C:25]1[CH:26]=[CH:27][C:22]([C:15]2[N:16]([CH:19]3[CH2:21][CH2:20]3)[C:17](=[O:18])[N:13]([CH2:12][C:11]([NH:10][CH2:9][CH:8]([NH:7][S:2]([CH3:1])(=[O:4])=[O:3])[C:30]3[CH:35]=[CH:34][CH:33]=[CH:32][C:31]=3[C:36]([F:38])([F:39])[F:37])=[O:29])[N:14]=2)=[CH:23][CH:24]=1 |f:1.2|. Reported procedure: At RT, 4.1 μl of methanesulphonyl chloride were added to a solution of 29 mg (48 μmol) of the compound of Example 59A in 0.5 ml of pyridine. The mixture was stirred at RT for 1 h, and another 4.1 ml of methanesulphonyl chloride were added. The mixture was stirred at RT for another 18 h, and another 12.3 μl of methanesulphonyl chloride were added over a period of 3 h (265 μmol, 5.5 eq., in total). After 1 h, the volatile components were removed on a rotary evaporator. The residue was dissolved in...